Dataset: the Open Reaction Database (ORD), a public repository of structured organic reaction records. Task: describe an organic reaction: reactants, conditions, products, and yield Starting materials: O=C([O-])[O-], CCOP(=O)(Cc1cnc(N)c(OC)c1)OCC, CN1Cc2c(C3CCC(O)CC3)ccc(Nc3nc(Cl)ncc3C(F)(F)F)c2C1=O, [Cs+], [Cs+], CC(=O)[O-], CC(=O)[O-], C1COCCO1, [Pd+2]. Reaction SMILES: [C:49](=[O:50])([O-:51])[O-:52].[CH2:31]([CH3:32])[O:33][P:34]([O:35][CH2:36][CH3:37])(=[O:38])[CH2:39][c:40]1[cH:41][n:42][c:43]([NH2:48])[c:44]([O:46][CH3:47])[cH:45]1.[Cl:1][c:2]1[n:3][cH:4][c:5]([C:27]([F:28])([F:29])[F:30])[c:6]([NH:8][c:9]2[cH:10][cH:11][c:12]([CH:20]3[CH2:21][CH2:22][CH:23]([OH:26])[CH2:24][CH2:25]3)[c:13]3[c:17]2[C:16](=[O:18])[N:15]([CH3:19])[CH2:14]3)[n:7]1.[Cs+:53].[Cs+:54].[O-:62][C:63]([CH3:64])=[O:65].[O-:66][C:67]([CH3:68])=[O:69].[O:55]1[CH2:56][CH2:57][O:58][CH2:59][CH2:60]1.[Pd+2:61]>>[c:2]1([NH:48][c:43]2[n:42][cH:41][c:40]([CH2:39][P:34]([O:33][CH2:31][CH3:32])([O:35][CH2:36][CH3:37])=[O:38])[cH:45][c:44]2[O:46][CH3:47])[n:3][cH:4][c:5]([C:27]([F:28])([F:29])[F:30])[c:6]([NH:8][c:9]2[cH:10][cH:11][c:12]([CH:20]3[CH2:21][CH2:22][CH:23]([OH:26])[CH2:24][CH2:25]3)[c:13]3[c:17]2[C:16](=[O:18])[N:15]([CH3:19])[CH2:14]3)[n:7]1. Yields the product CCOP(=O)(Cc1cnc(Nc2ncc(C(F)(F)F)c(Nc3ccc(C4CCC(O)CC4)c4c3C(=O)N(C)C4)n2)c(OC)c1)OCC. The reactants are [N+](=O)([O-])C=1C=C(C(=O)NC2=NC=C(C=C2)C(=O)OC)C=C(C1)OCCC1=C(N=CS1)C (methyl 2-[3-nitro-5-(4-methyl-thiazol-5-yl) ethoxy benzoyl]amino-5-pyridine carboxylate), C(C)O (ethanol), [H][H] (Hydrogen). Reagents/catalysts: [Pd] (Palladium on carbon). Run in C(C)(=O)OCC (ethyl acetate). Run at time 18 hour. Yields the product NC=1C=C(C(=O)NC2=NC=C(C=C2)C(=O)O)C=C(C1)OCCC1=C(N=CS1)C ((3-amino-5-[2-(4-methyl-thiazol-5-yl) ethoxy]benzoylamino}-5-pyridine Carboxylic Acid). Yield: 45.5%. Reaction SMILES: [N+:1]([C:4]1[CH:5]=[C:6]([CH:20]=[C:21]([O:23][CH2:24][CH2:25][C:26]2[S:30][CH:29]=[N:28][C:27]=2[CH3:31])[CH:22]=1)[C:7]([NH:9][C:10]1[CH:15]=[CH:14][C:13]([C:16]([O:18]C)=[O:17])=[CH:12][N:11]=1)=[O:8])([O-])=O.C(O)C.[H][H]>[Pd].C(OCC)(=O)C>[NH2:1][C:4]1[CH:5]=[C:6]([CH:20]=[C:21]([O:23][CH2:24][CH2:25][C:26]2[S:30][CH:29]=[N:28][C:27]=2[CH3:31])[CH:22]=1)[C:7]([NH:9][C:10]1[CH:15]=[CH:14][C:13]([C:16]([OH:18])=[O:17])=[CH:12][N:11]=1)=[O:8]. Procedure details: 10% Palladium on carbon (0.20 g) was added under an argon atmosphere to a solution of methyl 2-[3-nitro-5-(4-methyl-thiazol-5-yl) ethoxy benzoyl]amino-5-pyridine carboxylate (1.05 g, 1.7 mM) in ethyl acetate (50 ml)/ethanol (50 ml). Hydrogen gas was introduced and the reaction mixture stirred vigorously for 18 hrs before filtering through diatomaceous earth, concentration in vacuo and replacement of the catalyst (80 mg). After stirring under hydrogen gas for a further 18 hrs a final catalyst cha... Starting materials: OC1=C(C(C(C2=CC=CC=C12)(C)C)=O)C(=O)NCC(=O)OC(C)(C)C (1,1-Dimethylethyl N-((4-hydroxy-1,1-dimethyl-2-oxo-naphthalen-3-yl)carbonyl)glycinate). Run in C(=O)(C(F)(F)F)O (TFA). Reaction conditions: time 30 minute. Product: OC1=C(C(C(C2=CC=CC=C12)(C)C)=O)C(=O)NCC(=O)O (N-((4-Hydroxy-1,1-dimethyl-2-oxo-naphthalen-3-yl)carbonyl)glycine). Isolated yield 95.0%. RXN SMILES: [OH:1][C:2]1[C:11]2[C:6](=[CH:7][CH:8]=[CH:9][CH:10]=2)[C:5]([CH3:13])([CH3:12])[C:4](=[O:14])[C:3]=1[C:15]([NH:17][CH2:18][C:19]([O:21]C(C)(C)C)=[O:20])=[O:16]>C(O)(C(F)(F)F)=O>[OH:1][C:2]1[C:11]2[C:6](=[CH:7][CH:8]=[CH:9][CH:10]=2)[C:5]([CH3:13])([CH3:12])[C:4](=[O:14])[C:3]=1[C:15]([NH:17][CH2:18][C:19]([OH:21])=[O:20])=[O:16]. Procedure: 1,1-Dimethylethyl N-((4-hydroxy-1,1-dimethyl-2-oxo-naphthalen-3-yl)carbonyl)glycinate (270 mg, 782 μmol) was dissolved in TFA (2 mL) at ambient temperature. The mixture was then stirred for 30 minutes. The reaction mixture was concentrated, suspended in hexanes, filtered, washed with hexanes, and dried in a vacuum oven to give the title compound (215 mg) as a white solid. MS (m/z)=290 (M+H)+. Calculated for C15H15NO5 289.1. RXN SMILES: [CH2:1]([c:2]1[cH:3][cH:4][cH:5][cH:6][cH:7]1)[N:8]1[CH2:9][CH2:10][C:11]([c:14]2[cH:15][cH:16][cH:17][cH:18][cH:19]2)([C:20]#[N:21])[CH2:12][CH2:13]1.[CH3:28][C:29](=[O:30])[OH:31].[CH3:32][c:33]1[cH:34][cH:35][cH:36][cH:37][cH:38]1.[ClH:22].[S:23]([OH:24])(=[O:25])(=[O:26])[OH:27]>>[CH2:1]([c:2]1[cH:3][cH:4][cH:5][cH:6][cH:7]1)[N:8]1[CH2:9][CH2:10][C:11]([c:14]2[cH:15][cH:16][cH:17][cH:18][cH:19]2)([C:20]([NH2:21])=[O:24])[CH2:12][CH2:13]1. Yields the product NC(=O)C1(c2ccccc2)CCN(Cc2ccccc2)CC1. Starting materials: N#CC1(c2ccccc2)CCN(Cc2ccccc2)CC1, CC(=O)O, Cc1ccccc1, Cl, O=S(=O)(O)O. Starting materials: BrCC(=O)OC(C1=C(C=CC=C1)O)=O (bromoacetyl-2-hydroxybenzoate), CC(C)(C)NCC1=CC=CC=C1 (N-(1,1-dimethylethyl)benzenemethanamine), CC(C)(C)NCC(C=1C=CC(=C(C1)CO)O)O (Albuterol), C(C)(=O)C1=CC=CC=C1 (acetophenone). The product is ester, COC(C1=C(C=CC(=C1)C(CN(CC1=CC=CC=C1)C(C)(C)C)=O)O)=O (methyl-5[[(1,1-dimethylethyl)(phenylmethyl)-amino]acetyl]-2-hydroxybenzoate). As a reaction SMILES: [CH3:1][C:2]([NH:5][CH2:6][CH:7]([OH:17])C1C=CC(O)=C(CO)C=1)([CH3:4])[CH3:3].[C:18]([C:21]1[CH:26]=[CH:25][CH:24]=[CH:23][CH:22]=1)(=O)C.BrC[C:29]([O:31][C:32](=[O:40])[C:33]1[CH:38]=[CH:37][CH:36]=[CH:35][C:34]=1[OH:39])=O.CC(NCC1C=CC=CC=1)(C)C>>[CH3:29][O:31][C:32](=[O:40])[C:33]1[CH:38]=[C:37]([C:7](=[O:17])[CH2:6][N:5]([C:2]([CH3:4])([CH3:3])[CH3:1])[CH2:18][C:21]2[CH:22]=[CH:23][CH:24]=[CH:25][CH:26]=2)[CH:36]=[CH:35][C:34]=1[OH:39]. Procedure: Albuterol has been prepared, see Irish Patent Specification No. 31391, Aug. 9, 1972, starting from the appropriate acetophenone derivative methyl-5-(bromoacetyl-2-hydroxybenzoate, by condensation with N-(1,1-dimethylethyl)benzenemethanamine in the presence of base to form the ketonic ester, methyl-5[[(1,1-dimethylethyl)(phenylmethyl)-amino]acetyl]-2-hydroxybenzoate. The ketonic ester is reduced with lithium aluminum hydride in tetrahydrofuran under nitrogen to yield α1 -[[(1,1-dimethylethyl)-(ph...